This data is from the Open Reaction Database (ORD), a public repository of structured organic reaction records. The task is: describe an organic reaction: reactants, conditions, products, and yield Starting materials: O=C1NN=C(CN1N=CC=1C=NC=CC1)C (2,3,4,5-tetrahydro-3-oxo-4-[(pyridin-3-yl)-methyleneamino]-6-methyl-1,2,4-triazine), Cl (hydrochloride). Product: Cl.O=C1NN=C(CN1N=CC=1C=NC=CC1)C (2,3,4,5-tetrahydro-3-oxo-4-[(pyridin-3-yl)-methyleneamino]-6-methyl-1,2,4-triazinehydrochloride). As a reaction SMILES: [O:1]=[C:2]1[N:7]([N:8]=[CH:9][C:10]2[CH:11]=[N:12][CH:13]=[CH:14][CH:15]=2)[CH2:6][C:5]([CH3:16])=[N:4][NH:3]1.[ClH:17]>>[ClH:17].[O:1]=[C:2]1[N:7]([N:8]=[CH:9][C:10]2[CH:11]=[N:12][CH:13]=[CH:14][CH:15]=2)[CH2:6][C:5]([CH3:16])=[N:4][NH:3]1 |f:2.3|. Reported procedure: 21.7 g of 2,3,4,5-tetrahydro-3-oxo-4-[(pyridin-3-yl)-methyleneamino]-6-methyl-1,2,4-triazine are dissolved, with heating, in 60 ml of 2N hydrochloride acid. The hot solution is filtered and cooled. The precipitate which crystallises out is isolated by filtration, washed with alcohol and ether and dried in vacuo to give the title compound of formula ##STR32## in the form of a colourless crystal powder; m.p. 240°-241° C. with decomposition; yield: 19 g (75 %). The reactants are O=Cc1cccc(Br)c1O, O=C([O-])[O-], Cl, CI, [K+], [K+], CN(C)C=O. Yields the product COc1c(Br)cccc1C=O. RXN SMILES: [Br:1][c:2]1[c:3]([OH:10])[c:4]([CH:5]=[O:6])[cH:7][cH:8][cH:9]1.[C:11](=[O:12])([O-:13])[O-:14].[ClH:19].[I:17][CH3:18].[K+:15].[K+:16].[O:20]=[CH:21][N:22]([CH3:23])[CH3:24]>>[Br:1][c:2]1[c:3]([O:10][CH3:11])[c:4]([CH:5]=[O:6])[cH:7][cH:8][cH:9]1. The reactants are CSc1ncc(C(=O)OCc2ccccc2)c(C)n1, CCOC(C)=O, O=C(OO)c1cccc(Cl)c1, O. The product is Cc1nc(S(C)=O)ncc1C(=O)OCc1ccccc1. Reaction SMILES: [CH3:1][c:2]1[n:3][c:4]([S:18][CH3:19])[n:5][cH:6][c:7]1[C:8](=[O:9])[O:10][CH2:11][c:12]1[cH:13][cH:14][cH:15][cH:16][cH:17]1.[CH3:32][CH2:33][O:34][C:35]([CH3:36])=[O:37].[Cl:20][c:21]1[cH:22][cH:23][cH:24][c:25]([C:26]([O:27][OH:29])=[O:28])[cH:30]1.[OH2:31]>>[CH3:1][c:2]1[n:3][c:4]([S:18]([CH3:19])=[O:28])[n:5][cH:6][c:7]1[C:8](=[O:9])[O:10][CH2:11][c:12]1[cH:13][cH:14][cH:15][cH:16][cH:17]1. Reactants: CO, Cc1nc2c(cc1C#CCO)c(=O)c(C(=O)NCc1ccc(Cl)cc1)cn2C, ClCCl. Product: Cc1nc2c(cc1CCCO)c(=O)c(C(=O)NCc1ccc(Cl)cc1)cn2C. As a reaction SMILES: [CH3:32][OH:33].[Cl:1][c:2]1[cH:3][cH:4][c:5]([CH2:6][NH:7][C:8](=[O:9])[c:10]2[cH:11][n:12]([CH3:26])[c:13]3[n:14][c:15]([CH3:25])[c:16]([C:21]#[C:22][CH2:23][OH:24])[cH:17][c:18]3[c:19]2=[O:20])[cH:27][cH:28]1.[Cl:29][CH2:30][Cl:31]>>[Cl:1][c:2]1[cH:3][cH:4][c:5]([CH2:6][NH:7][C:8](=[O:9])[c:10]2[cH:11][n:12]([CH3:26])[c:13]3[n:14][c:15]([CH3:25])[c:16]([CH2:21][CH2:22][CH2:23][OH:24])[cH:17][c:18]3[c:19]2=[O:20])[cH:27][cH:28]1. Procedure details: tert-Butyl 2-hydroxyimino-3-oxo-3-(4-pyridyl)propionate (5.0 g) and 1-naphthylmethylamine (3.5 g) were dissolved in toluene (60 ml). The mixture was refluxed under heating for 3 hr while dehydrating with Dean-stark trap. After cooling, the precipitated crystals were collected by filtration and dried to give tert-butyl 2-(1-naphthyl)-5-(4-pyridyl)imidazole-4-carboxylate (1.3 g), melting point 184-190° C. The product is C1(=CC=CC2=CC=CC=C12)C=1NC(=C(N1)C(=O)OC(C)(C)C)C1=CC=NC=C1 (tert-butyl 2-(1-naphthyl)-5-(4-pyridyl)imidazole-4-carboxylate). Starting materials: ON=C(C(=O)OC(C)(C)C)C(C1=CC=NC=C1)=O (tert-Butyl 2-hydroxyimino-3-oxo-3-(4-pyridyl)propionate), C1(=CC=CC2=CC=CC=C12)CN (1-naphthylmethylamine). Solvent: C1(=CC=CC=C1)C (toluene). RXN SMILES: O[N:2]=[C:3]([C:11](=O)[C:12]1[CH:17]=[CH:16][N:15]=[CH:14][CH:13]=1)[C:4]([O:6][C:7]([CH3:10])([CH3:9])[CH3:8])=[O:5].[C:19]1([CH2:29][NH2:30])[C:28]2[C:23](=[CH:24][CH:25]=[CH:26][CH:27]=2)[CH:22]=[CH:21][CH:20]=1>C1(C)C=CC=CC=1>[C:19]1([C:29]2[NH:30][C:11]([C:12]3[CH:17]=[CH:16][N:15]=[CH:14][CH:13]=3)=[C:3]([C:4]([O:6][C:7]([CH3:10])([CH3:9])[CH3:8])=[O:5])[N:2]=2)[C:28]2[C:23](=[CH:24][CH:25]=[CH:26][CH:27]=2)[CH:22]=[CH:21][CH:20]=1. Isolated yield 17.5%.